From a dataset of the Open Reaction Database (ORD), a public repository of structured organic reaction records. describe an organic reaction: reactants, conditions, products, and yield The reactants are N1(N=CN=C1)C(=O)N1N=CN=C1 (di(1H-1,2,4-triazol-1-yl)methanone), [Si](C)(C)(C(C)(C)C)OC(C)C=1C=C2CCCNC2=NC1C(OC)OC ((racemic) 6-(1-((tert-butyldimethylsilyl)oxy)ethyl)-7-(dimethoxymethyl)-1,2,3,4-tetrahydro-1,8-naphthyridine), [Si](C)(C)(C(C)(C)C)OC(C)C=1C=C2CCCNC2=NC1C(OC)OC ((racemic) 6-(1-((tert-butyldimethylsilyl)oxy)ethyl)-7-(dimethoxymethyl)-1,2,3,4-tetrahydro-1,8-naphthyridine), NC1=NC=C(C#N)C(=C1)NCCOC (6-amino-4-((2-methoxyethyl)amino)nicotinonitrile), NC1=NC=C(C#N)C(=C1)NCCOC (6-amino-4-((2-methoxyethyl)amino)nicotinonitrile). The solvent is CN(C)C=O (DMF), CN(C)C=O (DMF), CN(C)C=O (DMF). Conditions: temperature 0 celsius, time 3 hour. The product is [Si](C)(C)(C(C)(C)C)OC(C)C=1C=C2CCCN(C2=NC1C(OC)OC)C(=O)NC1=NC=C(C(=C1)NCCOC)C#N ((racemic) 6-(1-((tert-butyldimethylsilyl)oxy)ethyl)-N-(5-cyano-4-((2-methoxyethyl)amino)pyridin-2-yl)-7-(dimethoxymethyl)-3,4-dihydro-1,8-naphthyridine-1(2H)-carboxamide). As a reaction SMILES: [NH2:1][C:2]1[CH:9]=[C:8]([NH:10][CH2:11][CH2:12][O:13][CH3:14])[C:5]([C:6]#[N:7])=[CH:4][N:3]=1.N1([C:20](N2C=NC=N2)=[O:21])C=NC=N1.[Si:27]([O:34][CH:35]([C:37]1[CH:38]=[C:39]2[C:44](=[N:45][C:46]=1[CH:47]([O:50][CH3:51])[O:48][CH3:49])[NH:43][CH2:42][CH2:41][CH2:40]2)[CH3:36])([C:30]([CH3:33])([CH3:32])[CH3:31])([CH3:29])[CH3:28]>CN(C=O)C>[Si:27]([O:34][CH:35]([C:37]1[CH:38]=[C:39]2[C:44](=[N:45][C:46]=1[CH:47]([O:50][CH3:51])[O:48][CH3:49])[N:43]([C:20]([NH:1][C:2]1[CH:9]=[C:8]([NH:10][CH2:11][CH2:12][O:13][CH3:14])[C:5]([C:6]#[N:7])=[CH:4][N:3]=1)=[O:21])[CH2:42][CH2:41][CH2:40]2)[CH3:36])([C:30]([CH3:33])([CH3:32])[CH3:31])([CH3:29])[CH3:28]. Procedure details: A solution of 6-amino-4-((2-methoxyethyl)amino)nicotinonitrile (intermediate 75, 524 mg, 2.73 mmol) in DMF (1.5 mL) was added drop wise to a cooled suspension of di(1H-1,2,4-triazol-1-yl)methanone (448 mg, 2.73 mmol) in DMF (1.5 mL) at 0° C. The reaction mixture was stirred for 3 h at 0° C., after which it was allowed to warm to room temperature. A solution of (racemic) 6-(1-((tert-butyldimethylsilyl)oxy)ethyl)-7-(dimethoxymethyl)-1,2,3,4-tetrahydro-1,8-naphthyridine (intermediate 185, 500 mg, 1... Reactants: IC=1C=CC=2N(C3=CC=C(C=C3C2C1)I)C(C1=CC=CC=C1)=O (3,6-diiodo-9-benzoyl-9H-carbazole), C1(=CC=CC=C1)NC1=CC=CC=C1 (diphenylamine), C([O-])([O-])=O.[K+].[K+] (potassium carbonate), C1COCCOCCOCCOCCOCCO1 (18-crown-6). The reagents and catalysts are [Cu] (copper). The solvent is ClC1=C(C=CC=C1)Cl (o-dichlorobenzene). The product is C1(=CC=CC=C1)N(C=1C=CC=2N(C3=CC=C(C=C3C2C1)N(C1=CC=CC=C1)C1=CC=CC=C1)C(C1=CC=CC=C1)=O)C1=CC=CC=C1 (3,6-Bis(diphenylamino)-9-benzoyl-9H-carbazole). As a reaction SMILES: I[C:2]1[CH:3]=[CH:4][C:5]2[N:6]([C:16](=[O:23])[C:17]3[CH:22]=[CH:21][CH:20]=[CH:19][CH:18]=3)[C:7]3[C:12]([C:13]=2[CH:14]=1)=[CH:11][C:10](I)=[CH:9][CH:8]=3.[C:24]1([NH:30][C:31]2[CH:36]=[CH:35][CH:34]=[CH:33][CH:32]=2)[CH:29]=[CH:28][CH:27]=[CH:26][CH:25]=1.C(=O)([O-])[O-].[K+].[K+].C1O[CH2:59][CH2:58]OCCOCCOCCOCCOC1>ClC1C=CC=CC=1Cl.[Cu]>[C:31]1([N:30]([C:24]2[CH:25]=[CH:26][CH:27]=[CH:28][CH:29]=2)[C:2]2[CH:3]=[CH:4][C:5]3[N:6]([C:16](=[O:23])[C:17]4[CH:22]=[CH:21][CH:20]=[CH:19][CH:18]=4)[C:7]4[C:12]([C:13]=3[CH:14]=2)=[CH:11][C:10]([N:6]([C:59]2[CH:58]=[CH:12][CH:7]=[CH:8][CH:9]=2)[C:5]2[CH:13]=[CH:14][CH:2]=[CH:3][CH:4]=2)=[CH:9][CH:8]=4)[CH:32]=[CH:33][CH:34]=[CH:35][CH:36]=1 |f:2.3.4|. Reported procedure: A mixture of 3,6-diiodo-9-benzoyl-9H-carbazole (5.7 mmol), diphenylamine (1.86 g, 11 mmol, available from Aldrich), powdered potassium carbonate (6.35 g, 46 mmol), copper powder (1.46 g, 23 mmol), and 18-crown-6 (0.4 g, available from Aldrich) is refluxed in o-dichlorobenzene (30 ml) under nitrogen for 24 hours. The copper and inorganic salts are filtered off and the solvent is removed by distillation. The product is recrystallized, washed with methanol, filtered, and dried. Reactants: ClC1=NC(=CC2=C(C(=CC=C12)OC)OC)NC1=NNC(=C1)C ((1-chloro-5,6-dimethoxy-isoquinolin-3-yl)-(5-methyl-1H-pyrazol-3-yl)-amine), CO (methanol). The product is COC1=NC(=CC2=C(C(=CC=C12)OC)OC)NC1=NNC(=C1)C ((1-methoxy-5,6-dimethoxy-isoquinolin-3-yl)-(5-methyl-1H-pyrazol-3-yl)-amine). Reaction SMILES: Cl[C:2]1[C:11]2[C:6](=[C:7]([O:14][CH3:15])[C:8]([O:12][CH3:13])=[CH:9][CH:10]=2)[CH:5]=[C:4]([NH:16][C:17]2[CH:21]=[C:20]([CH3:22])[NH:19][N:18]=2)[N:3]=1.[CH3:23][OH:24]>>[CH3:23][O:24][C:2]1[C:11]2[C:6](=[C:7]([O:14][CH3:15])[C:8]([O:12][CH3:13])=[CH:9][CH:10]=2)[CH:5]=[C:4]([NH:16][C:17]2[CH:21]=[C:20]([CH3:22])[NH:19][N:18]=2)[N:3]=1. Procedure details: Similar procedure as described in example 10 was used, starting from methanol and (1-chloro-5,6-dimethoxy-isoquinolin-3-yl)-(5-methyl-1H-pyrazol-3-yl)-amine to give (1-methoxy-5,6-dimethoxy-isoquinolin-3-yl)-(5-methyl-1H-pyrazol-3-yl)-amine. LC-MS m/e 315(MH+). Reactants: NC1=CC(=C(C=C1)C=1NC(C2=C(N1)N(N=C2C2CCCCC2)C)=O)OC (6-(4-Amino-2-methoxyphenyl)-3-cyclohexyl-1-methyl-1,5-dihydro-4H-pyrazolo[3,4-d]pyrimidin-4-one), ClCCCS(=O)(=O)Cl (3-chloropropanesulfonyl chloride), C(O)([O-])=O.[Na+] (sodium hydrogen carbonate). Solvent: N1=CC=CC=C1 (pyridine). Run at time 8 hour. The product is C1(CCCCC1)C1=NN(C=2N=C(NC(C21)=O)C2=C(C=C(C=C2)N2S(CCC2)(=O)=O)OC)C (3-Cyclohexyl-6-[4-(1,1-dioxido-2-isothiazolidinyl)-2-methoxyphenyl]-1-methyl-1,5-dihydro-4H-pyrazolo[3,4-d]pyrimidin-4-one). Yield: 53.1%. RXN SMILES: [NH2:1][C:2]1[CH:7]=[CH:6][C:5]([C:8]2[NH:9][C:10](=[O:24])[C:11]3[C:16]([CH:17]4[CH2:22][CH2:21][CH2:20][CH2:19][CH2:18]4)=[N:15][N:14]([CH3:23])[C:12]=3[N:13]=2)=[C:4]([O:25][CH3:26])[CH:3]=1.Cl[CH2:28][CH2:29][CH2:30][S:31](Cl)(=[O:33])=[O:32].C(=O)([O-])O.[Na+]>N1C=CC=CC=1>[CH:17]1([C:16]2[C:11]3[C:10](=[O:24])[NH:9][C:8]([C:5]4[CH:6]=[CH:7][C:2]([N:1]5[CH2:28][CH2:29][CH2:30][S:31]5(=[O:33])=[O:32])=[CH:3][C:4]=4[O:25][CH3:26])=[N:13][C:12]=3[N:14]([CH3:23])[N:15]=2)[CH2:22][CH2:21][CH2:20][CH2:19][CH2:18]1 |f:2.3|. Reported procedure: To a 2 ml pyridine solution of 100 mg (0.280 mmol) of the compound obtained in Example 44, 85.2 μl (0.700 mmol) of 3-chloropropanesulfonyl chloride was added, and the mixture was stirred at room temperature for 8 hours. Then, an aqueous solution of sodium hydrogen carbonate was added to the reaction mixture, and the mixture was extracted with ethyl acetate. The organic layer was washed with water and a saturated aqueous solution of sodium chloride, and then dried over anhydrous sodium sulfate, f...